This data is from the Open Reaction Database (ORD), a public repository of structured organic reaction records. The task is: describe an organic reaction: reactants, conditions, products, and yield Starting materials: [Li]CCCC, C=CCC(O)CC=C, C1CCOC1, c1ccc(C(c2ccccc2)c2ccccc2)cc1. Yields the product C=CCC(O)CC1CO1. As a reaction SMILES: [CH2:1]([Li:2])[CH2:3][CH2:4][CH3:5].[CH2:6]=[CH:7][CH2:8][CH:9]([CH2:10][CH:11]=[CH2:12])[OH:13].[O:33]1[CH2:34][CH2:35][CH2:36][CH2:37]1.[c:14]1([CH:15]([c:16]2[cH:17][cH:18][cH:19][cH:20][cH:21]2)[c:22]2[cH:23][cH:24][cH:25][cH:26][cH:27]2)[cH:28][cH:29][cH:30][cH:31][cH:32]1>>[CH2:6]=[CH:7][CH2:8][CH:9]([CH2:10][CH:11]1[CH2:12][O:33]1)[OH:13]. Starting materials: C, CN(C)C=O, [Pd], O=C1C(c2c[nH]c3ccccc23)=C(c2c[nH]c3ccccc23)C(=O)N1Cc1ccccc1. The product is O=C1C(c2c[nH]c3ccccc23)C(c2c[nH]c3ccccc23)C(=O)N1Cc1ccccc1. RXN SMILES: [C:38].[O:33]=[CH:34][N:35]([CH3:36])[CH3:37].[Pd:39].[nH:1]1[cH:2][c:3]([C:10]2=[C:15]([c:16]3[cH:17][nH:18][c:19]4[cH:20][cH:21][cH:22][cH:23][c:24]34)[C:14](=[O:25])[N:13]([CH2:26][c:27]3[cH:28][cH:29][cH:30][cH:31][cH:32]3)[C:11]2=[O:12])[c:4]2[cH:5][cH:6][cH:7][cH:8][c:9]12>>[nH:1]1[cH:2][c:3]([CH:10]2[C:11](=[O:12])[N:13]([CH2:26][c:27]3[cH:28][cH:29][cH:30][cH:31][cH:32]3)[C:14](=[O:25])[CH:15]2[c:16]2[cH:17][nH:18][c:19]3[cH:20][cH:21][cH:22][cH:23][c:24]23)[c:4]2[cH:5][cH:6][cH:7][cH:8][c:9]12. Reactants: CC(C)(C)N(C([O-])=O)CCC1CCNCC1 (1,1-dimethylethyl[2-(4-piperidinyl)ethyl]carbamate), BrC=1C(=CN=C2C=CC(=NC12)OC)F (8-bromo-7-fluoro-2-(methyloxy)-1,5-naphthyridine), O=C1NC2=C(OC1)C=CC(=N2)C=O (3-oxo-3,4-dihydro-2H-pyrido[3,2-b][1,4]oxazine-6-carbaldehyde), CC(C)(C)N(C([O-])=O)CCN1CCNCC1 (1,1-dimethylethyl[2-(1-piperazinyl)ethyl]carbamate), BrC1=C(C=NC2=CC=C(C=C12)OC)F (4-bromo-3-fluoro-6-(methyloxy)quinoline), O=C1NC2=C(SC1)C=CC(=N2)C=O (3-oxo-3,4-dihydro-2H-pyrido[3,2-b][1,4]thiazine-6-carbaldehyde). Yields the product FC=1C=NC2=CC=C(C=C2C1N1CCC(CC1)CCNCC=1C=CC=2OCC(NC2N1)=O)OC (6-{[(2-{1-[3-fluoro-6-(methyloxy)-4-quinolinyl]-4-piperidinyl}ethyl)amino]methyl}-2H-pyrido[3,2-b][1,4]oxazin-3(4H)-one). The yield is 32.7%. As a reaction SMILES: C[C:2]([N:5]([CH2:9][CH2:10][CH:11]1[CH2:16][CH2:15][NH:14][CH2:13][CH2:12]1)C(=O)[O-])([CH3:4])C.CC(N(CCN1CCNCC1)C(=O)[O-])(C)C.Br[C:34]1[C:43]2[C:38](=[CH:39][CH:40]=[C:41]([O:44][CH3:45])[CH:42]=2)[N:37]=[CH:36][C:35]=1[F:46].BrC1C(F)=CN=C2C=1N=C(OC)C=C2.[O:61]=[C:62]1[CH2:67][O:66][C:65]2[CH:68]=[CH:69]C(C=O)=[N:71][C:64]=2[NH:63]1.O=C1CSC2C=CC(C=O)=NC=2N1>>[F:46][C:35]1[CH:36]=[N:37][C:38]2[C:43]([C:34]=1[N:14]1[CH2:13][CH2:12][CH:11]([CH2:10][CH2:9][NH:5][CH2:2][C:4]3[CH:69]=[CH:68][C:65]4[O:66][CH2:67][C:62](=[O:61])[NH:63][C:64]=4[N:71]=3)[CH2:16][CH2:15]1)=[CH:42][C:41]([O:44][CH3:45])=[CH:40][CH:39]=2. Procedure details: The title compound (100 mg, 33%) was prepared as a yellow solid according to Example 1, except substituting the following three reagents: 1,1-dimethylethyl[2-(4-piperidinyl)ethyl]carbamate (1 g, 4.38 mmol) [prepared according to Ambler, J.; et. al. Bioorg. Med. Chem. Lett. 1999, 9, 9, 1317.] for 1,1-dimethylethyl[2-(1-piperazinyl)ethyl]carbamate, 4-bromo-3-fluoro-6-(methyloxy)quinoline (2.25 g, 8.77 mmol) for 8-bromo-7-fluoro-2-(methyloxy)-1,5-naphthyridine and 3-oxo-3,4-dihydro-2H-pyrido[3,2-b]... Reactants: ClC[C@@]([C@@H](C)O)(O)C1=C(C=C(C=C1)F)F ((2R,3R)-1-chloro-2-(2,4-difluorophenyl)butane-2,3-diol), C1(=CC=C(C=C1)S(=O)(=O)N1N=CN=C1)C (1-(p-toluenesulfonyl)-1,2,4-triazole), N1N=NC=C1 (triazole), [H-].[Na+] (sodium hydride). Run in CN(C)C=O (DMF), CN(C)C=O (DMF), CN(C)C=O (DMF), O (water). Reaction conditions: time 1 hour. Product: FC1=C(C=CC(=C1)F)[C@@]1(O[C@H]1C)CN1N=CN=C1 ((2R,3S)-2-(2,4-Difluorophenyl)-3-methyl-2-[(1H-1,2,4-triazol-1-yl)methyl]oxirane). The yield is 43.0%. Reaction SMILES: [H-].[Na+].Cl[CH2:4][C@:5]([C:10]1[CH:15]=[CH:14][C:13]([F:16])=[CH:12][C:11]=1[F:17])([OH:9])[C@H:6](O)[CH3:7].C1(C)C=CC(S([N:27]2[CH:31]=[N:30][CH:29]=[N:28]2)(=O)=O)=CC=1.N1C=CN=N1>CN(C=O)C.O>[F:17][C:11]1[CH:12]=[C:13]([F:16])[CH:14]=[CH:15][C:10]=1[C@@:5]1([CH2:4][N:27]2[CH:31]=[N:30][CH:29]=[N:28]2)[C@H:6]([CH3:7])[O:9]1 |f:0.1|. Reported procedure: First, 0.21 g (5.10 mmol) of sodium hydride (60% content) was suspended in 3 mL of DMF, and the resulting suspension was cooled in ice. A solution of 0.53 g (2.19 mmol) of (2R,3R)-1-chloro-2-(2,4-difluorophenyl)butane-2,3-diol in 5 mL of DMF was added thereto, and stirring was performed for 1 hour. A solution of 0.64 g (2.85 mmol) of 1-(p-toluenesulfonyl)-1,2,4-triazole and 0.06 g (0.88 mmol) of triazole in 3 mL of DMF was added, and the reaction solution was stirred at 60° C. for 3 hours. Then,... Procedure: 247.5 Parts of 4-acetylaminophenyl-β-hydroxyethylsulfone (purity: 98.2%) and 205.8 parts of 50% sulfuric acid were fed into a two-shaft double-arm kneader (manufactured by Inoue Seisakusho) operated at 60 r.p.m., and the mixture was maintained at 100° to 105° C. under reduced pressure (400 mmHg) for 10 hours while distilling off the produced water and acetic acid. The reaction product was analyzed by liquid chromatography, obtaining 4-aminophenyl-β-sulfatoethylsulfone in a 96% yield, and 4-amino... The reactants are S(O)(O)(=O)=O (sulfuric acid), C(C)(=O)NC1=CC=C(C=C1)C(CS(=O)(=O)CC(C1=CC=C(C=C1)NC(C)=O)O)O (4-acetylaminophenyl-β-hydroxyethylsulfone). The product is 4-aminophenyl-β-sulfatoethylsulfone, NC1=CC=C(C=C1)C(CS(=O)(=O)CC(C1=CC=C(C=C1)N)O)O (4-aminophenyl-β-hydroxyethylsulfone), NC1=CC=C(C=C1)C(CS(=O)(=O)CC(C1=CC=C(C=C1)N)OC(C)=O)OC(C)=O (4-aminophenyl-β-acetoxyethylsulfone). RXN SMILES: C([NH:4][C:5]1[CH:10]=[CH:9][C:8]([CH:11]([OH:29])[CH2:12][S:13]([CH2:16][CH:17]([OH:28])[C:18]2[CH:23]=[CH:22][C:21]([NH:24]C(=O)C)=[CH:20][CH:19]=2)(=[O:15])=[O:14])=[CH:7][CH:6]=1)(=O)C.S(=O)(=O)(O)O>>[NH2:4][C:5]1[CH:10]=[CH:9][C:8]([CH:11]([OH:29])[CH2:12][S:13]([CH2:16][CH:17]([OH:28])[C:18]2[CH:23]=[CH:22][C:21]([NH2:24])=[CH:20][CH:19]=2)(=[O:15])=[O:14])=[CH:7][CH:6]=1.[NH2:4][C:5]1[CH:6]=[CH:7][C:8]([CH:11]([O:29][C:11](=[O:29])[CH3:8])[CH2:12][S:13]([CH2:16][CH:17]([O:28][C:17](=[O:28])[CH3:16])[C:18]2[CH:23]=[CH:22][C:21]([NH2:24])=[CH:20][CH:19]=2)(=[O:15])=[O:14])=[CH:9][CH:10]=1. Starting materials: ice, C([O-])([O-])=O.[K+].[K+] (Potassium carbonate), ClC1=NC2=CC(=C(C=C2C=C1C=O)O)F (2-chloro-7-fluoro-6-hydoxy-3-quinolinecarbaldehyde), C(C1=CC=CC=C1)Br (Benzyl bromide). Solvent: CN(C=O)C (N,N-dimethylformamide). Reaction conditions: temperature 0 celsius. The product is C(C1=CC=CC=C1)OC=1C=C2C=C(C(=NC2=CC1F)Cl)C=O (6-benzyloxy-2-chloro-7-fluoro-3-quinolinecarbaldehyde). The yield is 81.9%. As a reaction SMILES: C(=O)([O-])[O-].[K+].[K+].[Cl:7][C:8]1[C:17]([CH:18]=[O:19])=[CH:16][C:15]2[C:10](=[CH:11][C:12]([F:21])=[C:13]([OH:20])[CH:14]=2)[N:9]=1.[CH2:22](Br)[C:23]1[CH:28]=[CH:27][CH:26]=[CH:25][CH:24]=1>CN(C)C=O>[CH2:22]([O:20][C:13]1[CH:14]=[C:15]2[C:10](=[CH:11][C:12]=1[F:21])[N:9]=[C:8]([Cl:7])[C:17]([CH:18]=[O:19])=[CH:16]2)[C:23]1[CH:28]=[CH:27][CH:26]=[CH:25][CH:24]=1 |f:0.1.2|. Reported procedure: Potassium carbonate (9.2 g, 66 mmol) is added to a solution of 2-chloro-7-fluoro-6-hydoxy-3-quinolinecarbaldehyde (obtained according to 1.c, 13 g, 58 mmol) in anhydrous N,N-dimethylformamide (120 ml) and the mixture, placed under an argon atmosphere, is cooled down to 0° C. Benzyl bromide (7.9 ml, 66 mmol) is added dropwise and the reaction medium is maintained under agitation at ambient temperature for 16 hours. The reaction medium is then poured into ice cold water (200 ml) and the resulting ... Yields the product C(C1=CC=CC=C1)C1=C(C=C(C(=O)O)C=C1S(N)(=O)=O)OCCCC (4-benzyl-3-n-butoxy-5-sulfamylbenzoic acid). Reported procedure: A mixture of 4-benzoyl-3-n-butoxy-5-sulfamylbenzoic acid (0.94 g), 98% aqueous hydrazine hydrate (1.5 ml), potassium hydroxide (0.5 g) in water (1.0 ml) and diethylene glycol (6.5 ml) is stirred at about 130° C. for 3 hours. The temperature is then slowly raised to 215° C. allowing volatile material to distil off. The stirring at 215° C. is continued for a further 2-3 hours until the nitrogen evolution has ceased. After cooling and dilution with water (10 ml), the resulting solution is acidified... RXN SMILES: [C:1]([C:9]1[C:17]([S:18](=[O:21])(=[O:20])[NH2:19])=[CH:16][C:12]([C:13]([OH:15])=[O:14])=[CH:11][C:10]=1[O:22][CH2:23][CH2:24][CH2:25][CH3:26])(=O)[C:2]1[CH:7]=[CH:6][CH:5]=[CH:4][CH:3]=1.O.NN.[OH-].[K+]>O.C(O)COCCO>[CH2:1]([C:9]1[C:17]([S:18](=[O:21])(=[O:20])[NH2:19])=[CH:16][C:12]([C:13]([OH:15])=[O:14])=[CH:11][C:10]=1[O:22][CH2:23][CH2:24][CH2:25][CH3:26])[C:2]1[CH:3]=[CH:4][CH:5]=[CH:6][CH:7]=1 |f:1.2,3.4|. Reactants: C(C1=CC=CC=C1)(=O)C1=C(C=C(C(=O)O)C=C1S(N)(=O)=O)OCCCC (4-benzoyl-3-n-butoxy-5-sulfamylbenzoic acid), O.NN (hydrazine hydrate), [OH-].[K+] (potassium hydroxide). Reaction conditions: temperature 130 celsius, time 3 hour. The solvent is O (water), C(COCCO)O (diethylene glycol).